Dataset: the Open Reaction Database (ORD), a public repository of structured organic reaction records. Task: describe an organic reaction: reactants, conditions, products, and yield Reactants: O=C(O)Cc1cccc(Br)c1, CCN=C=NCCCN(C)C, CN(C)c1ccncc1, CO, Cl. The product is COC(=O)Cc1cccc(Br)c1. Reaction SMILES: [Br:1][c:2]1[cH:3][c:4]([CH2:8][C:9](=[O:10])[OH:11])[cH:5][cH:6][cH:7]1.[CH3:13][N:14]([CH3:15])[CH2:16][CH2:17][CH2:18][N:19]=[C:20]=[N:21][CH2:22][CH3:23].[CH3:24][N:25]([CH3:26])[c:27]1[cH:28][cH:29][n:30][cH:31][cH:32]1.[CH3:33][OH:34].[ClH:12]>>[Br:1][c:2]1[cH:3][c:4]([CH2:8][C:9]([O:10][CH3:13])=[O:11])[cH:5][cH:6][cH:7]1.